From a dataset of the Open Reaction Database (ORD), a public repository of structured organic reaction records. describe an organic reaction: reactants, conditions, products, and yield The reactants are CC(C)(C)OC(=O)N1CCC(NCc2ncccc2C(C)(C)c2ccc(F)cc2)CC1, Cc1cc(Cl)cnc1C=O, ClCCl. Product: Cc1cc(Cl)cnc1CN(Cc1ncccc1C(C)(C)c1ccc(F)cc1)C1CCN(C(=O)OC(C)(C)C)CC1. Reaction SMILES: [C:1]([CH3:2])([CH3:3])([CH3:4])[O:5][C:6](=[O:7])[N:8]1[CH2:9][CH2:10][CH:11]([NH:14][CH2:15][c:16]2[n:17][cH:18][cH:19][cH:20][c:21]2[C:22]([CH3:23])([CH3:24])[c:25]2[cH:26][cH:27][c:28]([F:31])[cH:29][cH:30]2)[CH2:12][CH2:13]1.[Cl:32][c:33]1[cH:34][c:35]([CH3:41])[c:36]([CH:39]=[O:40])[n:37][cH:38]1.[Cl:42][CH2:43][Cl:44]>>[C:1]([CH3:2])([CH3:3])([CH3:4])[O:5][C:6](=[O:7])[N:8]1[CH2:9][CH2:10][CH:11]([N:14]([CH2:15][c:16]2[n:17][cH:18][cH:19][cH:20][c:21]2[C:22]([CH3:23])([CH3:24])[c:25]2[cH:26][cH:27][c:28]([F:31])[cH:29][cH:30]2)[CH2:39][c:36]2[c:35]([CH3:41])[cH:34][c:33]([Cl:32])[cH:38][n:37]2)[CH2:12][CH2:13]1. Reactants: COC(CCCC1=NNC(C2=CC(=CC=C12)OC)=O)=O (4-(6-methoxy-4-oxo-3,4-dihydro-phthalazin-1-yl)-butyric acid methyl ester), O=P(Cl)(Cl)Cl (POCl3). The solvent is C(C)#N (acetonitrile). Product: COC(CCCC1=NN=C(C2=CC(=CC=C12)OC)Cl)=O (4-(4-Chloro-6-methoxy-phthalazin-1-yl)-butyric acid methyl ester). Yield: 73.8%. As a reaction SMILES: [CH3:1][O:2][C:3](=[O:20])[CH2:4][CH2:5][CH2:6][C:7]1[C:16]2[C:11](=[CH:12][C:13]([O:17][CH3:18])=[CH:14][CH:15]=2)[C:10](=O)[NH:9][N:8]=1.O=P(Cl)(Cl)[Cl:23]>C(#N)C>[CH3:1][O:2][C:3](=[O:20])[CH2:4][CH2:5][CH2:6][C:7]1[C:16]2[C:11](=[CH:12][C:13]([O:17][CH3:18])=[CH:14][CH:15]=2)[C:10]([Cl:23])=[N:9][N:8]=1. Procedure: A suspension of 4-(6-methoxy-4-oxo-3,4-dihydro-phthalazin-1-yl)-butyric acid methyl ester (9.23 g, 0.034 moles), prepared as described in example 113, and POCl3 (1.87 ml, 0.2 mole) in acetonitrile (100 ml) was refluxed. After 1.5 hours the mixture was dried, taken up in water and neutralised with NaHCO3. The mixture was extracted with ethyl acetate and the organic phase dried to give a residue which was chromatographed (eluent: petrolatum/ethyl acetate 7:3). There were yielded 7.4 g of the title... Reactants: CCOC(=O)CP(=O)(OCC)OCC, O=CCCCCCn1ccnc1, [H-], [Na+], C1CCOC1. Product: CCOC(=O)C=CCCCCCn1ccnc1. RXN SMILES: [CH2:1]([CH3:2])[O:3][C:4](=[O:5])[CH2:6][P:7](=[O:8])([O:9][CH2:10][CH3:11])[O:12][CH2:13][CH3:14].[CH:17](=[O:18])[CH2:19][CH2:20][CH2:21][CH2:22][CH2:23][n:24]1[cH:25][n:26][cH:27][cH:28]1.[H-:15].[Na+:16].[O:29]1[CH2:30][CH2:31][CH2:32][CH2:33]1>>[CH2:1]([CH3:2])[O:3][C:4](=[O:5])[CH:6]=[CH:17][CH2:19][CH2:20][CH2:21][CH2:22][CH2:23][n:24]1[cH:25][n:26][cH:27][cH:28]1. Reactants: [N+](=O)([O-])C1=CC=C(C=C1)CCOC(=O)C1NC2=CC=C3C(=C2C1)C=CN3C(=O)OC(C)(C)C (2-(4-Nitrophenyl)ethyl3-[(tert-butyl)oxycarbonyl]pyrrolo[4,5-e]indoline-7-carboxylate), FC(C(=O)O)(F)F (trifluroacetic acid). Product: C1=CNC=2C1=C1CC(NC1=CC2)C(=O)OCCC2=CC=C(C=C2)[N+](=O)[O-] (2-(4-Nitrophenyl)ethyl pyrrolo[4,5-e]indoline-7-carboxylate). As a reaction SMILES: [N+:1]([C:4]1[CH:9]=[CH:8][C:7]([CH2:10][CH2:11][O:12][C:13]([CH:15]2[CH2:23][C:22]3[C:17](=[CH:18][CH:19]=[C:20]4[N:26](C(OC(C)(C)C)=O)[CH:25]=[CH:24][C:21]4=3)[NH:16]2)=[O:14])=[CH:6][CH:5]=1)([O-:3])=[O:2].FC(F)(F)C(O)=O>>[CH:24]1[C:21]2=[C:22]3[C:17](=[CH:18][CH:19]=[C:20]2[NH:26][CH:25]=1)[NH:16][CH:15]([C:13]([O:12][CH2:11][CH2:10][C:7]1[CH:8]=[CH:9][C:4]([N+:1]([O-:3])=[O:2])=[CH:5][CH:6]=1)=[O:14])[CH2:23]3. Procedure: Two grams (4.43 mmol) of 14 are weighed into a round bottomed flask. Then, in a fume hood, 25 mL (325 mmol) of trifluroacetic acid is added, and the flask is capped and stirred. The solid dissolves in about a minute. The mixture is stirred for 1 hour, at which time deprotection will be done (HPLC can be used as a check). The acid is evaporated on a rotary evaporator (use a trap) and the product is dissolved in 100 mL of methylene chloride. This is extracted twice with 100 mL of half to ⅔ saturat... Reactants: O=C([O-])O, CN(C)c1cccc(COCCOCCCCCCNCC(O)c2ccc3c(c2)COC(C)(C)O3)c1, CCN(C(C)C)C(C)C, O=C(Cl)OCc1ccccc1, ClCCl, [Na+]. Yields the product CN(C)c1cccc(COCCOCCCCCCN(CC(O)c2ccc3c(c2)COC(C)(C)O3)C(=O)OCc2ccccc2)c1. Reaction SMILES: [C:57](=[O:58])([OH:59])[O-:60].[CH3:1][N:2]([c:3]1[cH:4][c:5]([CH2:6][O:7][CH2:8][CH2:9][O:10][CH2:11][CH2:12][CH2:13][CH2:14][CH2:15][CH2:16][NH:17][CH2:18][CH:19]([OH:20])[c:21]2[cH:22][c:23]3[c:24]([cH:31][cH:32]2)[O:25][C:26]([CH3:29])([CH3:30])[O:27][CH2:28]3)[cH:33][cH:34][cH:35]1)[CH3:36].[CH:37]([N:38]([CH:39]([CH3:40])[CH3:41])[CH2:42][CH3:43])([CH3:44])[CH3:45].[Cl:46][C:47](=[O:48])[O:49][CH2:50][c:51]1[cH:52][cH:53][cH:54][cH:55][cH:56]1.[Cl:62][CH2:63][Cl:64].[Na+:61]>>[CH3:1][N:2]([c:3]1[cH:4][c:5]([CH2:6][O:7][CH2:8][CH2:9][O:10][CH2:11][CH2:12][CH2:13][CH2:14][CH2:15][CH2:16][N:17]([CH2:18][CH:19]([OH:20])[c:21]2[cH:22][c:23]3[c:24]([cH:31][cH:32]2)[O:25][C:26]([CH3:29])([CH3:30])[O:27][CH2:28]3)[C:47](=[O:48])[O:49][CH2:50][c:51]2[cH:52][cH:53][cH:54][cH:55][cH:56]2)[cH:33][cH:34][cH:35]1)[CH3:36]. Reactants: N([C@@H](CC1=CC=CC=C1)C(=O)NCC(=O)NCC(=O)OCC1=CC=CC=C1)C(=O)OC(C)(C)C (Boc-Phe-Gly-Gly-OBzl). The reagents and catalysts are [Pd] (Pd). The solvent is CO (MeOH). Yields the product N([C@@H](CC1=CC=CC=C1)C(=O)NCC(=O)NCC(=O)O)C(=O)OC(C)(C)C (Boc-Phe-Gly-Gly-OH). RXN SMILES: [NH:1]([C:28]([O:30][C:31]([CH3:34])([CH3:33])[CH3:32])=[O:29])[C@H:2]([C:10]([NH:12][CH2:13][C:14]([NH:16][CH2:17][C:18]([O:20]CC1C=CC=CC=1)=[O:19])=[O:15])=[O:11])[CH2:3][C:4]1[CH:9]=[CH:8][CH:7]=[CH:6][CH:5]=1>[Pd].CO>[NH:1]([C:28]([O:30][C:31]([CH3:34])([CH3:33])[CH3:32])=[O:29])[C@H:2]([C:10]([NH:12][CH2:13][C:14]([NH:16][CH2:17][C:18]([OH:20])=[O:19])=[O:15])=[O:11])[CH2:3][C:4]1[CH:9]=[CH:8][CH:7]=[CH:6][CH:5]=1. Procedure: 7.0 g Boc-Phe-Gly-Gly-OBzl was reduced in the presence of Pd-black as a catalyst in 200 ml MeOH, and this was followed by concentration. The resulting concentrate, after the addition of 1.72 ml CHA, was crystallized with AcOEt and collected by filtration.